From a dataset of the Open Reaction Database (ORD), a public repository of structured organic reaction records. describe an organic reaction: reactants, conditions, products, and yield The reactants are FC1=CC=C(C=C1)C1=C(C(=O)OC)C=CC(=C1)COC(CN1C=NC=C1)C1=CC=C(C=C1)F (Methyl 2-(4-fluorophenyl)-4-[2-(imidazol-1-yl)-1-(4-fluorophenyl)ethoxymethyl]benzoate), [OH-].[Na+] (sodium hydroxide). Solvent: CO (methanol). Product: FC1=CC=C(C=C1)C1=C(C(=O)O)C=CC(=C1)COC(CN1C=NC=C1)C1=CC=C(C=C1)F (2-(4-fluorophenyl)-4-[2-(imidazol-1-yl)-1-(4-fluorophenyl)ethoxymethyl]benzoic acid). As a reaction SMILES: [F:1][C:2]1[CH:7]=[CH:6][C:5]([C:8]2[CH:17]=[C:16]([CH2:18][O:19][CH:20]([C:27]3[CH:32]=[CH:31][C:30]([F:33])=[CH:29][CH:28]=3)[CH2:21][N:22]3[CH:26]=[CH:25][N:24]=[CH:23]3)[CH:15]=[CH:14][C:9]=2[C:10]([O:12]C)=[O:11])=[CH:4][CH:3]=1.[OH-].[Na+]>CO>[F:1][C:2]1[CH:7]=[CH:6][C:5]([C:8]2[CH:17]=[C:16]([CH2:18][O:19][CH:20]([C:27]3[CH:28]=[CH:29][C:30]([F:33])=[CH:31][CH:32]=3)[CH2:21][N:22]3[CH:26]=[CH:25][N:24]=[CH:23]3)[CH:15]=[CH:14][C:9]=2[C:10]([OH:12])=[O:11])=[CH:4][CH:3]=1 |f:1.2|. Reported procedure: Methyl 2-(4-fluorophenyl)-4-[2-(imidazol-1-yl)-1-(4-fluorophenyl)ethoxymethyl]benzoate (0.635 g; 1.41 mmol) in methanol (15 ml) was treated with 2N aqueous sodium hydroxide solution (1.77 ml; 3.54 mmol) at ambient temperature for 8 hours. After evaporation of the methanol, the residue was taken up in water, the pH adjusted to 4.8 with 2N HCl and extracted with dichloromethane to give 2-(4-fluorophenyl)-4-[2-(imidazol-1-yl)-1-(4-fluorophenyl)ethoxymethyl]benzoic acid after evaporation as a foam (... The reactants are C1(=CC=CC=C1)N1N=C(C=C1C1=CC=CC=C1)CCC=1C=C(OCC(=O)OC)C=CC1 (methyl [3-[2-(1,5-diphenyl-1H-pyrazol-3-yl)ethyl]phenoxy]acetate), [OH-].[Na+] (NaOH). The solvent is CO (methanol). Yields the product C1(=CC=CC=C1)N1N=C(C=C1C1=CC=CC=C1)CCC=1C=C(OCC(=O)O)C=CC1 ([3-[2-(1,5-diphenyl-1H-pyrazol-3-yl)ethyl]phenoxy]acetic acid). Yield: 84.1%. RXN SMILES: [C:1]1([N:7]2[C:11]([C:12]3[CH:17]=[CH:16][CH:15]=[CH:14][CH:13]=3)=[CH:10][C:9]([CH2:18][CH2:19][C:20]3[CH:21]=[C:22]([CH:29]=[CH:30][CH:31]=3)[O:23][CH2:24][C:25]([O:27]C)=[O:26])=[N:8]2)[CH:6]=[CH:5][CH:4]=[CH:3][CH:2]=1.[OH-].[Na+]>CO>[C:1]1([N:7]2[C:11]([C:12]3[CH:13]=[CH:14][CH:15]=[CH:16][CH:17]=3)=[CH:10][C:9]([CH2:18][CH2:19][C:20]3[CH:21]=[C:22]([CH:29]=[CH:30][CH:31]=3)[O:23][CH2:24][C:25]([OH:27])=[O:26])=[N:8]2)[CH:2]=[CH:3][CH:4]=[CH:5][CH:6]=1 |f:1.2|. Procedure details: A mixture of methyl [3-[2-(1,5-diphenyl-1H-pyrazol-3-yl)ethyl]phenoxy]acetate (3.50 g, 8.5 mmol), 5N NaOH solution (5 mL, 25 mmol) and methanol (70 mL) was heated to reflux on a steam bath for 15 minutes. The solvent was evaporated, the residue diluted with water and acidified with 2N HCl to pH=1. A white solid was filtered off and recrystallized from a mixture of hexanes and CH2Cl2 to give [3-[2-(1,5-diphenyl-1H-pyrazol-3-yl)ethyl]phenoxy]acetic acid (2.85 g, 84%), mp 125°-127° C.